This data is from the Open Reaction Database (ORD), a public repository of structured organic reaction records. The task is: describe an organic reaction: reactants, conditions, products, and yield Starting materials: C(CCC(=O)O)(=O)O (succinic acid), Cl.Cl.NCC1=CC=C(O1)C(=O)OC1=CC2=CC=C(C=C2C=C1)C(N)=N (6-amidino-2-naphthyl 5-aminomethylfuran-2-carboxylate dihydrochloride), C1CCC(CC1)N=C=NC2CCCCC2 (DCC). Product: Cl.C(=O)(O)CCC(=O)NCC1=CC=C(O1)C(=O)OC1=CC2=CC=C(C=C2C=C1)C(N)=N (6-amidino-2-naphthyl 5-(3-carboxypropionylaminomethyl)furan-2-carboxylate hydrochloride). The reagents and catalysts are CN(C)C=1C=CN=CC1 (DMAP). Procedure details: To 22.3 g of succinic acid, 24.0 g of 6-amidino-2-naphthyl 5-aminomethylfuran-2-carboxylate dihydrochloride and 790 mg of DMAP was added 240 ml of pyridine, and the mixture was stirred while cooling with ice. After 10 minutes, 25.9 g of DCC was added and the mixture was stirred for 3 hours while cooling with ice and then for 16 hours at room temperature. The precipitate was filtered off, and the filtrate was added in small portions into 2 l of ether and stirred at room temperature for 3 hours. A... Run in N1=CC=CC=C1 (pyridine). Yield: 85.7%. Run at time 10 minute. As a reaction SMILES: [C:1]([OH:8])(=O)[CH2:2][CH2:3][C:4]([OH:6])=[O:5].[ClH:9].Cl.[NH2:11][CH2:12][C:13]1[O:17][C:16]([C:18]([O:20][C:21]2[CH:30]=[CH:29][C:28]3[C:23](=[CH:24][CH:25]=[C:26]([C:31](=[NH:33])[NH2:32])[CH:27]=3)[CH:22]=2)=[O:19])=[CH:15][CH:14]=1.C1CCC(N=C=NC2CCCCC2)CC1>CN(C1C=CN=CC=1)C.N1C=CC=CC=1>[ClH:9].[C:4]([CH2:3][CH2:2][C:1]([NH:11][CH2:12][C:13]1[O:17][C:16]([C:18]([O:20][C:21]2[CH:30]=[CH:29][C:28]3[C:23](=[CH:24][CH:25]=[C:26]([C:31](=[NH:32])[NH2:33])[CH:27]=3)[CH:22]=2)=[O:19])=[CH:15][CH:14]=1)=[O:8])([OH:6])=[O:5] |f:1.2.3,7.8|. Starting materials: CCCCCCCCCCCCCCCCCCSC1=C(SC(=C2SC3=C(S2)C=C(C=C3)C4=[N+](C(C(N4[O-])(C)C)(C)C)[O-])S1)SCCCCCCCCCCCCCCCCCC (OTBN), O=P12OP3(=O)OP(=O)(O1)OP(=O)(O2)O3 (phosphorus pentoxide). Solvent: O1CCCC1 (tetrahydrofuran), O1CCCC1.O (tetrahydrofuran water), NOS(=O)(=O)O (aminohydroxysulphonic acid). The product is C1(=CC=C(C=C1)C1=C(C#N)C=CC=C1)C (o-(p-Tolyl)benzonitrile). RXN SMILES: CCCCCCCCCCCCCCCCCCSC1SC(=C2S[C:27]3[CH:29]=[C:30]([C:33]4[N:37]([O-])C(C)(C)C(C)(C)[N+]=4[O-])[CH:31]=[CH:32][C:26]=3S2)SC=1SCCCCCCCCCCCCCCCCCC.O=P12OP3(OP(OP(O3)(O1)=O)(=O)O2)=O>O1CCCC1.O.NOS(O)(=O)=O.O1CCCC1>[C:30]1([CH3:33])[CH:31]=[CH:32][C:26]([C:29]2[CH:27]=[CH:26][CH:32]=[CH:31][C:30]=2[C:33]#[N:37])=[CH:27][CH:29]=1 |f:2.3|. Reported procedure: 1 molar equivalent of o-(p-tolyl)-N-cyclohexylbenzaldimine is dissolved in a 1/1 mixture of tetrahydrofuran/water and X molar equivalents of aminohydroxysulphonic acid are added. This mixture is maintained at a temperature T for 1 hour, which gives a mixture of OTBO/OTBN. This mixture is diluted in tetrahydrofuran, 10 molar equivalents of phosphorus pentoxide are then added and the mixture is allowed to react for a further 1 hour at room temperature. The reactants are CCOC(=O)C=C(C)Cl, CC(C)(C)[O-], COc1cccc(O)c1, [K+], C1CCOC1. Yields the product CCOC(=O)C=C(C)Oc1cccc(OC)c1. As a reaction SMILES: [CH2:16]([CH3:17])[O:18][C:19]([CH:20]=[C:21]([CH3:22])[Cl:23])=[O:24].[CH3:1][C:2]([CH3:3])([O-:4])[CH3:5].[CH3:7][O:8][c:9]1[cH:10][c:11]([OH:15])[cH:12][cH:13][cH:14]1.[K+:6].[O:25]1[CH2:26][CH2:27][CH2:28][CH2:29]1>>[CH3:7][O:8][c:9]1[cH:10][c:11]([O:15][C:21](=[CH:20][C:19]([O:18][CH2:16][CH3:17])=[O:24])[CH3:22])[cH:12][cH:13][cH:14]1. The reactants are C(#N)C=1OC2=C(C1C1=CC=CC=C1)C=C(C=C2)Cl (2-cyano-5-chloro-3-phenylbenzofuran), B (borane), Cl (hydrochloric acid). The product is Cl.NCC=1OC2=C(C1C1=CC=CC=C1)C=C(C=C2)Cl (2-Aminomethyl-5-chloro-3-phenylbenzofuran hydrochloride). Run in O1CCCC1 (tetrahydrofuran), O1CCCC1 (tetrahydrofuran). Reaction SMILES: [C:1]([C:3]1[O:4][C:5]2[CH:17]=[CH:16][C:15]([Cl:18])=[CH:14][C:6]=2[C:7]=1[C:8]1[CH:13]=[CH:12][CH:11]=[CH:10][CH:9]=1)#[N:2].B.Cl>O1CCCC1>[ClH:18].[NH2:2][CH2:1][C:3]1[O:4][C:5]2[CH:17]=[CH:16][C:15]([Cl:18])=[CH:14][C:6]=2[C:7]=1[C:8]1[CH:13]=[CH:12][CH:11]=[CH:10][CH:9]=1 |f:4.5|. Procedure: Treat 2.0 g. 2-cyano-5-chloro-3-phenylbenzofuran (0.008 mole) in 30 ml of tetrahydrofuran with 18 ml of borane in tetrahydrofuran (1 m solution). Reflux for 2 hours. Cool, add 10 ml of 10% hydrochloric acid and reflux for 1/2 hour. Evaporate the solution to dryness. Dissolve the residue in 50 ml of ethanol. Add 30 ml of ethanol saturated with hydrogen chloride. Dry the precipitate obtained to yield the title compound; m.p. 254°-256°. The reactants are O=C(Cl)c1ccc([N+](=O)[O-])cc1, CCN1CC(N)CN1CC. Product: Cl, CCN1CC(NC(=O)c2ccc([N+](=O)[O-])cc2)CN1CC. As a reaction SMILES: [N+:11](=[O:12])([O-:13])[c:14]1[cH:15][cH:16][c:17]([C:18](=[O:19])[Cl:20])[cH:21][cH:22]1.[NH2:1][CH:2]1[CH2:3][N:4]([CH2:9][CH3:10])[N:5]([CH2:7][CH3:8])[CH2:6]1>>[ClH:20].[NH:1]([CH:2]1[CH2:3][N:4]([CH2:9][CH3:10])[N:5]([CH2:7][CH3:8])[CH2:6]1)[C:18]([c:17]1[cH:16][cH:15][c:14]([N+:11](=[O:12])[O-:13])[cH:22][cH:21]1)=[O:19]. Reactants: C1(=CC=CC=C1)OC(C)COC(C)CO (dipropylene glycol phenyl ether), CCCCCCC (heptane), hydroxyl, C(C1=CC=CC=C1)(=O)O (benzoic acid), CCCCCCC (heptane). Reagents/catalysts: S(O)(O)(=O)=O (sulfuric acid). Solvent: O (water). Reaction conditions: temperature 115 celsius. Product: C(C1=CC=CC=C1)(=O)OCCOCCOC1=CC=CC=C1 (diethylene glycol phenyl ether benzoate). As a reaction SMILES: [C:1]1([O:7][CH:8]([CH2:10][O:11][CH:12]([CH2:14][OH:15])C)C)[CH:6]=[CH:5][CH:4]=[CH:3][CH:2]=1.[C:16](O)(=[O:23])[C:17]1[CH:22]=[CH:21][CH:20]=[CH:19][CH:18]=1.CCCCCCC>S(=O)(=O)(O)O.O>[C:16]([O:15][CH2:14][CH2:12][O:11][CH2:10][CH2:8][O:7][C:1]1[CH:6]=[CH:5][CH:4]=[CH:3][CH:2]=1)(=[O:23])[C:17]1[CH:22]=[CH:21][CH:20]=[CH:19][CH:18]=1. Procedure: In a 2-L one-neck flask equipped with a magnetic stirrer, a heating mantle, and a Dean-Stark trap connected to a nitrogen purged condenser were placed 517.5 g dipropylene glycol phenyl ether technical grade containing a total hydroxyl content of 3.0 moles, 363.3 g (2.97 mole) benzoic acid, 300 ml heptane, and 20 drops concentrated sulfuric acid. The flask was heated to 115° C. to establish a constant heptane reflux through the trap where the water of esterification was collected. The reaction wa...